This data is from the Open Reaction Database (ORD), a public repository of structured organic reaction records. The task is: describe an organic reaction: reactants, conditions, products, and yield Starting materials: CCOC(=O)N1C(=O)c2ccccc2C1=O, CCOC(CCCN)OCC, CC#N. Yields the product O=C1NC(=O)c2ccccc21. RXN SMILES: [C:12]([O:13][CH2:14][CH3:15])(=[O:16])[N:17]1[C:18](=[O:27])[c:19]2[c:20]([cH:23][cH:24][cH:25][cH:26]2)[C:21]1=[O:22].[CH2:1]([O:2][CH:3]([O:4][CH2:5][CH3:6])[CH2:7][CH2:8][CH2:9][NH2:10])[CH3:11].[CH3:28][C:29]#[N:30]>>[NH:17]1[C:18](=[O:27])[c:19]2[c:20]([cH:23][cH:24][cH:25][cH:26]2)[C:21]1=[O:22]. Starting materials: COC(CC1OC2=C(C1)C=C(C=C2)S(=O)(=O)Cl)=O ((5-Chlorosulfonyl-2,3-dihydro-benzofuran-2-yl)-acetic acid methyl ester), COC(CC1OC2=C(C1)C=C(C=C2)SCC2=C(N=C(S2)C2=CC=C(C=C2)C(F)(F)F)C)=O ({5-[4-Methyl-2-(4-trifluoromethyl-phenyl)-thiazol-5-ylmethylsulfanyl]-2,3-dihydro-benzofuran-2-yl}-acetic acid methyl ester), COC(CC1OC2=C(C1)C=C(C=C2)SCC2=C(N=C(S2)C2=CC=C(C=C2)C(F)(F)F)C)=O ({5-[4-Methyl-2-(4-trifluoromethyl-phenyl)-thiazol-5-ylmethylsulfanyl]-2,3-dihydro-benzofuran-2-yl}-acetic acid methyl ester). Yields the product COC(CC1OC2=C(C1)C=C(C=C2)S)=O ((5-Mercapto-2,3-dihydro-benzofuran-2-yl)-acetic acid methyl ester). RXN SMILES: [CH3:1][O:2][C:3](=[O:18])[CH2:4][CH:5]1[CH2:9][C:8]2[CH:10]=[C:11]([S:14](Cl)(=O)=O)[CH:12]=[CH:13][C:7]=2[O:6]1.COC(=O)CC1CC2C=C(SCC3SC(C4C=CC(C(F)(F)F)=CC=4)=NC=3C)C=CC=2O1>>[CH3:1][O:2][C:3](=[O:18])[CH2:4][CH:5]1[CH2:9][C:8]2[CH:10]=[C:11]([SH:14])[CH:12]=[CH:13][C:7]=2[O:6]1. Reported procedure: Compound 4D was prepared according to the method of Example 1 utilizing compound 4C. Compound 4D was prepared in 44% yield for 2 steps. MS: 223 (M−1)+. Preparation of {5-[4-Methyl-2-(4-trifluoromethyl-phenyl)-thiazol-5-ylmethylsulfanyl]-2,3-dihydro-benzofuran-2-yl}-acetic acid methyl ester (Compound 4E) The solvent is C1=CC=CC=C1 (benzene). RXN SMILES: C(NCC)C.C(O)(C)(C)C.[Cl:11][C:12]1[CH:17]=[CH:16][C:15]([C:18](=[O:20])[CH3:19])=[CH:14][C:13]=1[N+:21]([O-:23])=[O:22].Br[CH2:25][C:26]([C:28]1[CH:33]=[CH:32][C:31]([Br:34])=[CH:30][CH:29]=1)=[O:27].S(=O)(=O)(O)O>[Cl-].[Zn+2].[Cl-].C1C=CC=CC=1>[Br:34][C:31]1[CH:32]=[CH:33][C:28]([C:26](=[O:27])[CH2:25][CH2:19][C:18]([C:15]2[CH:16]=[CH:17][C:12]([Cl:11])=[C:13]([N+:21]([O-:23])=[O:22])[CH:14]=2)=[O:20])=[CH:29][CH:30]=1 |f:5.6.7|. Reagents/catalysts: [Cl-].[Zn+2].[Cl-] (Zinc chloride). Reported procedure: Zinc chloride (2.73 g, 20 mmole) was treated with anhydrous benzene (10 mL) followed by diethylamine (1.55 mL, 15 mmole) and tert-butanol (1.4 mL, 15 mmole) and the resulting slurry was stirred at room temperature for 1.75 hr until all solids had dissolved. To the cloudy suspension was added 4′-chloro-3′-nitroacetophenone followed by 2,4′-dibromoacetophenone and the resulting light yellow slurry was stirred at room temperature for 68 hours. The resulting thick white slurry was treated with 25 mL... Run at time 1.75 hour. The reactants are C(C)NCC (diethylamine), BrCC(=O)C1=CC=C(C=C1)Br (2,4′-dibromoacetophenone), S(O)(O)(=O)=O (sulfuric acid), C(C)(C)(C)O (tert-butanol), ClC1=C(C=C(C=C1)C(C)=O)[N+](=O)[O-] (4′-chloro-3′-nitroacetophenone). Yields the product BrC1=CC=C(C=C1)C(CCC(=O)C1=CC(=C(C=C1)Cl)[N+](=O)[O-])=O (1-(4-bromophenyl)-4-(4-chloro-3-nitrophenyl)butane-1,4-dione).